Dataset: the Open Reaction Database (ORD), a public repository of structured organic reaction records. Task: describe an organic reaction: reactants, conditions, products, and yield Yields the product CC1CCN(Cc2ccccc2)CC1N(C)c1ccnc2c1ccn2COCC[Si](C)(C)C. The reactants are CC(C)(C)P(C(C)(C)C)C(C)(C)C, CNC1CN(Cc2ccccc2)CCC1C, CCOC(C)=O, CC(C)(C)[O-], Cc1ccccc1, C[Si](C)(C)CCOCn1ccc2c(Cl)ccnc21, [Na+], O=C(C=Cc1ccccc1)C=Cc1ccccc1, O=C(C=Cc1ccccc1)C=Cc1ccccc1, O=C(C=Cc1ccccc1)C=Cc1ccccc1, O, [Pd], [Pd]. RXN SMILES: [C:35]([P:36]([C:37]([CH3:38])([CH3:39])[CH3:40])[C:41]([CH3:42])([CH3:43])[CH3:44])([CH3:45])([CH3:46])[CH3:47].[CH2:1]([c:2]1[cH:3][cH:4][cH:5][cH:6][cH:7]1)[N:8]1[CH2:9][CH:10]([NH:15][CH3:16])[CH:11]([CH3:14])[CH2:12][CH2:13]1.[CH3:118][CH2:119][O:120][C:121](=[O:122])[CH3:123].[CH3:48][C:49]([CH3:50])([O-:51])[CH3:52].[CH3:54][c:55]1[cH:56][cH:57][cH:58][cH:59][cH:60]1.[Cl:17][c:18]1[c:19]2[c:20]([n:21][cH:22][cH:23]1)[n:24]([CH2:27][O:28][CH2:29][CH2:30][Si:31]([CH3:32])([CH3:33])[CH3:34])[cH:25][cH:26]2.[Na+:53].[O:63]=[C:64]([CH:65]=[CH:66][c:67]1[cH:68][cH:69][cH:70][cH:71][cH:72]1)[CH:73]=[CH:74][c:75]1[cH:76][cH:77][cH:78][cH:79][cH:80]1.[O:81]=[C:82]([CH:83]=[CH:84][c:85]1[cH:86][cH:87][cH:88][cH:89][cH:90]1)[CH:91]=[CH:92][c:93]1[cH:94][cH:95][cH:96][cH:97][cH:98]1.[O:99]=[C:100]([CH:101]=[CH:102][c:103]1[cH:104][cH:105][cH:106][cH:107][cH:108]1)[CH:109]=[CH:110][c:111]1[cH:112][cH:113][cH:114][cH:115][cH:116]1.[OH2:117].[Pd:61].[Pd:62]>>[CH2:1]([c:2]1[cH:3][cH:4][cH:5][cH:6][cH:7]1)[N:8]1[CH2:9][CH:10]([N:15]([CH3:16])[c:18]2[c:19]3[c:20]([n:21][cH:22][cH:23]2)[n:24]([CH2:27][O:28][CH2:29][CH2:30][Si:31]([CH3:32])([CH3:33])[CH3:34])[cH:25][cH:26]3)[CH:11]([CH3:14])[CH2:12][CH2:13]1.